This data is from the Open Reaction Database (ORD), a public repository of structured organic reaction records. The task is: describe an organic reaction: reactants, conditions, products, and yield Starting materials: CC(C(/C=C/C1=CC=C(C=C1)C)O)C (trans-4-methyl-1-p-tolyl-1-penten-3-ol). The reagents and catalysts are [Pd] (palladium). Run in CO (methanol), C(C)(=O)OCC (ethyl acetate). Reaction conditions: time 8 hour. Product: CC(C)C(CCC1=CC=C(C=C1)C)O (2-methyl-5-(p-tolyl)-3-pentanol). Isolated yield 91.6%. Reaction SMILES: [CH3:1][CH:2]([CH3:14])[CH:3]([OH:13])/[CH:4]=[CH:5]/[C:6]1[CH:11]=[CH:10][C:9]([CH3:12])=[CH:8][CH:7]=1>CO.C(OCC)(=O)C.[Pd]>[CH3:14][CH:2]([CH:3]([OH:13])[CH2:4][CH2:5][C:6]1[CH:11]=[CH:10][C:9]([CH3:12])=[CH:8][CH:7]=1)[CH3:1]. Procedure details: To a solution of trans-4-methyl-1-p-tolyl-1-penten-3-ol (43.2 g, 0.227 mol) in methanol (35 mL) was added 2 micro-spoon of palladium, 10% on activated carbon and the reaction mixture was hydrogenated overnight at 40 psi. The solution was diluted with ethyl acetate, filtered over celite and evaporated to give 40 g of 2-methyl-5-(p-tolyl)-3-pentanol as a colorless oil and used without further purification in the next step (step g). 1H NMR (300 MHz; CDCl3): 0.90 (d, J=6.9 Hz, 6 H), 1.70 (m, 4 H), 2... Reactants: CNC(=O)C1(CCOCC1)C1=CC=C(C=C1)OCCCN1CCOCC1 (N-methyl-4-[4-(3-morpholin-4-ylpropoxy)phenyl]tetrahydro-2H-pyran-4-carboxamide), [H-].[H-].[H-].[H-].[Li+].[Al+3] (LiAlH4), N1(CCOCC1)CC1(CCOCC1)C1=CC=C(OCCCN2CCOCC2)C=C1 (4-(3-{4-[4-(morpholin-4-ylmethyl)tetrahydro-2H-pyran-4-yl]phenoxy}propyl)morpholine). Yields the product CNCC1(CCOCC1)C1=CC=C(C=C1)OCCCN1CCOCC1 (N-methyl-1-{4-[4-(3-morpholin-4-ylpropoxy)phenyl]tetrahydro-2H-pyran-4-yl}methanamine). Yield: 77.0%. Reaction SMILES: [CH3:1][NH:2][C:3]([C:5]1([C:11]2[CH:16]=[CH:15][C:14]([O:17][CH2:18][CH2:19][CH2:20][N:21]3[CH2:26][CH2:25][O:24][CH2:23][CH2:22]3)=[CH:13][CH:12]=2)[CH2:10][CH2:9][O:8][CH2:7][CH2:6]1)=O.[H-].[H-].[H-].[H-].[Li+].[Al+3].N1(CC2(C3C=CC(OCCCN4CCOCC4)=CC=3)CCOCC2)CCOCC1>>[CH3:1][NH:2][CH2:3][C:5]1([C:11]2[CH:12]=[CH:13][C:14]([O:17][CH2:18][CH2:19][CH2:20][N:21]3[CH2:22][CH2:23][O:24][CH2:25][CH2:26]3)=[CH:15][CH:16]=2)[CH2:6][CH2:7][O:8][CH2:9][CH2:10]1 |f:1.2.3.4.5.6|. Procedure details: The title compound (252 mg, 77%) was prepared from N-methyl-4-[4-(3-morpholin-4-ylpropoxy)phenyl]tetrahydro-2H-pyran-4-carboxamide and a solution of LiAlH4 (10M solution in Et2O) similarly to the procedure used for 4-(3-{4-[4-(morpholin-4-ylmethyl)tetrahydro-2H-pyran-4-yl]phenoxy}propyl)morpholine. 1H NMR (400 MHz, CD3OD) δ 1.85-2.00 (m, 6H), 2.12 (m, 2H), 2.24 (s, 3H), 2.45 (m, 4H), 2.53 (t, 2H), 2.63 (s, 2H), 3.57 (m, 2H), 3.70-3.80 (m, 6H), 4.01 (t, 1H), 6.88 (d, 2H), 7.20 (d, 2H). HRMS ESI+ ... The reactants are C(C)(C)(C)OC(=O)NCCC(=O)O (N-tert.-butoxycarbonyl-β-alanine), Cl.C(C)N=C=NCCCN(C)C (1-ethyl-3-(3-dimethylaminopropyl)carbodimide hydrochloride), O1C(CCCC1)ONC(=O)[C@@H](C\C=C\C1=CC=CC=C1)[C@H](C(=O)NNCC(C)C)CC(C)C ((E)-2(R)-[1(S)-[(tetrahydro-2(RS)-pyranyloxy)-carbamoyl]-4-phenyl-3-butenyl]-2′-isobutyl-4-methylvalerohydrazide). Solvent: C(C)(=O)OCC (ethyl acetate), CN(C=O)C (dimethylformamide). Reaction conditions: time 16 hour. The product is C(C)(C)(C)OC(=O)NCCC(=O)N(NC([C@H](CC(C)C)[C@H](C\C=C\C1=CC=CC=C1)C(NOC1OCCCC1)=O)=O)CC(C)C ((E)-2′-(N-tert.-butoxycarbonyl-β-alanyl)-2(R)-[1(S)-[(tetrahydro-2(RS)-pyranyloxy)-carbamoyl]-4-phenyl-3-butenyl]-2′-isobutyl-4-methylvalerohydrazide). Isolated yield 76.2%. RXN SMILES: [O:1]1[CH2:6][CH2:5][CH2:4][CH2:3][CH:2]1[O:7][NH:8][C:9]([C@H:11]([C@@H:21]([CH2:30][CH:31]([CH3:33])[CH3:32])[C:22]([NH:24][NH:25][CH2:26][CH:27]([CH3:29])[CH3:28])=[O:23])[CH2:12]/[CH:13]=[CH:14]/[C:15]1[CH:20]=[CH:19][CH:18]=[CH:17][CH:16]=1)=[O:10].[C:34]([O:38][C:39]([NH:41][CH2:42][CH2:43][C:44](O)=[O:45])=[O:40])([CH3:37])([CH3:36])[CH3:35].Cl.C(N=C=NCCCN(C)C)C>CN(C)C=O.C(OCC)(=O)C>[C:34]([O:38][C:39]([NH:41][CH2:42][CH2:43][C:44]([N:25]([CH2:26][CH:27]([CH3:28])[CH3:29])[NH:24][C:22](=[O:23])[C@@H:21]([C@@H:11]([C:9](=[O:10])[NH:8][O:7][CH:2]1[CH2:3][CH2:4][CH2:5][CH2:6][O:1]1)[CH2:12]/[CH:13]=[CH:14]/[C:15]1[CH:20]=[CH:19][CH:18]=[CH:17][CH:16]=1)[CH2:30][CH:31]([CH3:33])[CH3:32])=[O:45])=[O:40])([CH3:37])([CH3:36])[CH3:35] |f:2.3|. Procedure details: A solution of 0.459 g of (E)-2(R)-[1(S)-[(tetrahydro-2(RS)-pyranyloxy)-carbamoyl]-4-phenyl-3-butenyl]-2′-isobutyl-4-methylvalerohydrazide in 5 ml of dimethylformamide was cooled to 0° C. and treated with 0.378 g of N-tert.-butoxycarbonyl-β-alanine and 0.383 g of 1-ethyl-3-(3-dimethylaminopropyl)carbodimide hydrochloride. The mixture was stirred at room temperature for 16 hours and diluted with ethyl acetate. The solution was washed in succession with water, 5% citric acid solution and water, dri...